This data is from the Open Reaction Database (ORD), a public repository of structured organic reaction records. The task is: describe an organic reaction: reactants, conditions, products, and yield The reactants are NC1=CC2=C(CCN(CC2)C(=O)OC(C)(C)C)C=C1O (1,1-dimethylethyl 7-amino-8-hydroxy-1,2,4,5-tetrahydro-3H-3-benzazepine-3-carboxylate), C(CCC)(=O)Cl (butyryl chloride). Yields the product C(CC)C=1OC2=CC3=C(CCNCC3)C=C2N1 (2-Propyl-6,7,8,9-tetrahydro-5H-[1,3]oxazolo[4,5-h][3]benzazepine). RXN SMILES: [NH2:1][C:2]1[C:19]([OH:20])=[CH:18][C:5]2[CH2:6][CH2:7][N:8](C(OC(C)(C)C)=O)[CH2:9][CH2:10][C:4]=2[CH:3]=1.[C:21](Cl)(=O)[CH2:22][CH2:23][CH3:24]>>[CH2:22]([C:21]1[O:20][C:19]2[C:2]([N:1]=1)=[CH:3][C:4]1[CH2:10][CH2:9][NH:8][CH2:7][CH2:6][C:5]=1[CH:18]=2)[CH2:23][CH3:24]. Procedure: The title compound was prepared as described in General Procedure 2 from 1,1-dimethylethyl 7-amino-8-hydroxy-1,2,4,5-tetrahydro-3H-3-benzazepine-3-carboxylate and butyryl chloride. Starting materials: CC=1NC=C(N1)C#CC1=CC(=CC=C1)C(F)(F)F (2-methyl-4-(3-trifluoromethyl-phenylethynyl)-1H-imidazole), ClC1=NC=C(C=C1)F (2-chloro-5-fluoro-pyridine). The product is ClC1=NC=C(C=C1)N1C(=NC(=C1)C#CC1=CC(=CC=C1)C(F)(F)F)C (2-Chloro-5-[2-methyl-4-(3-trifluoromethyl-phenylethynyl)-imidazol-1-yl]-pyridine). As a reaction SMILES: [CH3:1][C:2]1[NH:3][CH:4]=[C:5]([C:7]#[C:8][C:9]2[CH:14]=[CH:13][CH:12]=[C:11]([C:15]([F:18])([F:17])[F:16])[CH:10]=2)[N:6]=1.[Cl:19][C:20]1[CH:25]=[CH:24][C:23](F)=[CH:22][N:21]=1>>[Cl:19][C:20]1[CH:25]=[CH:24][C:23]([N:3]2[CH:4]=[C:5]([C:7]#[C:8][C:9]3[CH:14]=[CH:13][CH:12]=[C:11]([C:15]([F:18])([F:16])[F:17])[CH:10]=3)[N:6]=[C:2]2[CH3:1])=[CH:22][N:21]=1. Reported procedure: The title compound, MS: m/e=362.3 (M+), was prepared in accordance with the general method of example 1 from 2-methyl-4-(3-trifluoromethyl-phenylethynyl)-1H-imidazole and 2-chloro-5-fluoro-pyridine. Starting materials: C(C1=CC=CC=C1)OC(=O)NC(C(=O)OCC)(C)C (ethyl 2-(benzyloxycarbonylamino)-2-methyl-propanoate), 4A, [Cr](=O)(=O)([O-])O[Cr](=O)(=O)[O-].[NH+]1=CC=CC=C1.[NH+]1=CC=CC=C1 (pyridinium dichromate), [H-].C(C(C)C)[Al+]CC(C)C (diisobutyl aluminium hydride). Run in C1(=CC=CC=C1)C (toluene). Reaction conditions: temperature -78 celsius, time 30 minute. Product: CC(C=O)(C)NC(OCC1=CC=CC=C1)=O (benzyl N-(1,1-dimethyl-2-oxo-ethyl)carbamate). The yield is 47.3%. RXN SMILES: [CH2:1]([O:8][C:9]([NH:11][C:12]([CH3:19])([CH3:18])[C:13](OCC)=[O:14])=[O:10])[C:2]1[CH:7]=[CH:6][CH:5]=[CH:4][CH:3]=1.[H-].C([Al+]CC(C)C)C(C)C.[Cr](O[Cr]([O-])(=O)=O)([O-])(=O)=O.[NH+]1C=CC=CC=1.[NH+]1C=CC=CC=1>C1(C)C=CC=CC=1>[CH3:19][C:12]([NH:11][C:9](=[O:10])[O:8][CH2:1][C:2]1[CH:3]=[CH:4][CH:5]=[CH:6][CH:7]=1)([CH3:18])[CH:13]=[O:14] |f:1.2,3.4.5|. Reported procedure: To a solution of ethyl 2-(benzyloxycarbonylamino)-2-methyl-propanoate (which may be prepared as described in Description 33) (4667 mg, 17.59 mmol) in toluene (100 mL) cooled to −78° C. was added diisobutyl aluminium hydride (1 M in toluene) (61.57 mL, 61.57 mmol) as a thin stream over approximately 2 minutes. The mixture was stirred at −78° C. over 30 minutes then allowed to warm to 0° C. and stirred over 1.5 hours. The reaction mixture was quenched by addition of a saturated solution of Rochell... The reactants are IC1=C(C2=C(N=CNC2=O)O1)C1=CC=CC=C1 (6-Iodo-5-phenyl-3H-furo[2,3-d]pyrimidin-4-one), P(=O)(Cl)(Cl)Cl (phosphorous oxychloride). The product is ClC=1C2=C(N=CN1)OC(=C2C2=CC=CC=C2)I (4-Chloro-6-iodo-5-phenyl-furo[2,3-d]pyrimidine). Reaction SMILES: [I:1][C:2]1[O:11][C:5]2[N:6]=[CH:7][NH:8][C:9](=O)[C:4]=2[C:3]=1[C:12]1[CH:17]=[CH:16][CH:15]=[CH:14][CH:13]=1.P(Cl)(Cl)([Cl:20])=O>>[Cl:20][C:9]1[C:4]2[C:3]([C:12]3[CH:17]=[CH:16][CH:15]=[CH:14][CH:13]=3)=[C:2]([I:1])[O:11][C:5]=2[N:6]=[CH:7][N:8]=1. Procedure details: Compound 11 (0.8 g, 2.35 mmol) was refluxed in phosphorous oxychloride (12 mL) for 90 minutes. The reaction mixture was concentrated and diluted with ice-cold water, extracted with dichloromethane. The organic layer was washed with water and dried over MgSO4. The organic solvent upon concentration provided a pale solid, which on trituration with MeOH provided the title compound 12. Reaction SMILES: [CH3:30][OH:31].[H:28][H:29].[O:1]1[CH:2]([CH2:11][N:12]2[CH2:13][CH2:14][CH:15]([CH:18]([NH:19][CH2:20][c:21]3[cH:22][cH:23][cH:24][cH:25][cH:26]3)[CH3:27])[CH2:16][CH2:17]2)[CH2:3][O:4][c:5]2[c:6]1[cH:7][cH:8][cH:9][cH:10]2>>[O:1]1[CH:2]([CH2:11][N:12]2[CH2:13][CH2:14][CH:15]([CH:18]([NH2:19])[CH3:27])[CH2:16][CH2:17]2)[CH2:3][O:4][c:5]2[c:6]1[cH:7][cH:8][cH:9][cH:10]2. Product: CC(N)C1CCN(CC2COc3ccccc3O2)CC1. Reactants: CO, [H][H], CC(NCc1ccccc1)C1CCN(CC2COc3ccccc3O2)CC1. Starting materials: [Al+3], CC=CC=CCCC(=O)C(C)(C)C, [H-], [H-], [H-], [H-], [Li+]. Yields the product CC=CC=CCCC(O)C(C)(C)C. Reaction SMILES: [Al+3:15].[CH3:1][C:2]([CH3:3])([C:4]([CH2:5][CH2:6][CH:7]=[CH:8][CH:9]=[CH:10][CH3:11])=[O:12])[CH3:13].[H-:14].[H-:17].[H-:18].[H-:19].[Li+:16]>>[CH3:1][C:2]([CH3:3])([CH:4]([CH2:5][CH2:6][CH:7]=[CH:8][CH:9]=[CH:10][CH3:11])[OH:12])[CH3:13]. Reactants: BrC=1C(=NC(=C(C(=O)O)C1)C(F)(F)F)OCC(F)(F)F (5-bromo-6-(2,2,2-trifluoro-ethoxy)-2-trifluoromethyl-nicotinic acid), NC[C@](O)(C1CC1)C ((R)-α-(aminomethyl)-α-methyl-cyclopropanemethanol). The product is BrC=1C(=NC(=C(C(=O)NC[C@](C)(O)C2CC2)C1)C(F)(F)F)OCC(F)(F)F (5-Bromo-N-((R)-2-cyclopropyl-2-hydroxy-propyl)-6-(2,2,2-trifluoro-ethoxy)-2-trifluoromethyl-nicotinamide). Reaction SMILES: [Br:1][C:2]1[C:3]([O:15][CH2:16][C:17]([F:20])([F:19])[F:18])=[N:4][C:5]([C:11]([F:14])([F:13])[F:12])=[C:6]([CH:10]=1)[C:7]([OH:9])=O.[NH2:21][CH2:22][C@@:23]([CH3:28])([CH:25]1[CH2:27][CH2:26]1)[OH:24]>>[Br:1][C:2]1[C:3]([O:15][CH2:16][C:17]([F:20])([F:19])[F:18])=[N:4][C:5]([C:11]([F:14])([F:13])[F:12])=[C:6]([CH:10]=1)[C:7]([NH:21][CH2:22][C@@:23]([CH:25]1[CH2:27][CH2:26]1)([OH:24])[CH3:28])=[O:9]. Reported procedure: The title compound was synthesized in analogy to Example 1c, using 5-bromo-6-(2,2,2-trifluoro-ethoxy)-2-trifluoromethyl-nicotinic acid and (R)-α-(aminomethyl)-α-methyl-cyclopropanemethanol as starting materials, MS (ISP) 462.9, 464.9 (M−H). Reactants: C(C)OC(\C=C(\C=C\C(=C(\C)/C1=CC=2C(CCC(C2C=C1)(C)C)(C)C)\Br)/C)=O ((2E,4E,6E)-6-bromo-3-methyl-7-(5,5,8,8-tetramethyl-5,6,7,8-tetrahydro-naphthalen-2-yl)-octa-2,4,6-trienoic acid ethyl ester), [OH-].[Na+] (NaOH). Solvent: CCO.C1CCOC1 (EtOH THF). Run at time 22 hour. Yields the product Br/C(/C=C/C(=C/C(=O)O)/C)=C(\C)/C1=CC=2C(CCC(C2C=C1)(C)C)(C)C ((2E,4E,6E)-6-bromo-3-methyl-7-(5,5,8,8-tetramethyl-5,6,7,8-tetrahydro-naphthalen-2-yl)-octa-2,4,6-trienoic acid). The yield is 38.0%. Reaction SMILES: C([O:3][C:4](=[O:28])/[CH:5]=[C:6](\[CH3:27])/[CH:7]=[CH:8]/[C:9](/[Br:26])=[C:10](\[C:12]1[CH:21]=[CH:20][C:19]2[C:18]([CH3:23])([CH3:22])[CH2:17][CH2:16][C:15]([CH3:25])([CH3:24])[C:14]=2[CH:13]=1)/[CH3:11])C.[OH-].[Na+]>CCO.C1COCC1>[Br:26]/[C:9](=[C:10](/[C:12]1[CH:21]=[CH:20][C:19]2[C:18]([CH3:23])([CH3:22])[CH2:17][CH2:16][C:15]([CH3:25])([CH3:24])[C:14]=2[CH:13]=1)\[CH3:11])/[CH:8]=[CH:7]/[C:6](/[CH3:27])=[CH:5]/[C:4]([OH:28])=[O:3] |f:1.2,3.4|. Procedure: 472 mg of (2E,4E,6E)-6-bromo-3-methyl-7-(5,5,8,8-tetramethyl-5,6,7,8-tetrahydro-naphthalen-2-yl)-octa-2,4,6-trienoic acid ethyl ester were dissolved in 10 ml of EtOH/THF=1:1 and treated with 2.65 ml of 2N aq. NaOH. The reaction mixture was stirred for 22 hours at ambient temperature in the dark. It was then poured onto crushed ice, extracted with AcOEt, washed with brine and H2O, and dried over Na2SO4. Evaporation of the solvent and twofold crystallization (hexane/AcOEt=8:2) yielded finally 168 ...